From a dataset of the Open Reaction Database (ORD), a public repository of structured organic reaction records. describe an organic reaction: reactants, conditions, products, and yield The reactants are C1CCOC1, CC(=O)OC(C)=O, CCN(C(C)C)C(C)C, Cl, CCOC(=O)C(N)c1ccc(C(=O)O)cc1. Yields the product CCOC(=O)C(NC(C)=O)c1ccc(C(=O)O)cc1. RXN SMILES: [CH2:34]1[O:35][CH2:36][CH2:37][CH2:38]1.[CH3:26][C:27](=[O:28])[O:29][C:30](=[O:31])[CH3:32].[CH:17]([N:18]([CH2:19][CH3:20])[CH:21]([CH3:22])[CH3:23])([CH3:24])[CH3:25].[ClH:33].[NH2:1][CH:2]([C:3](=[O:4])[O:5][CH2:6][CH3:7])[c:8]1[cH:9][cH:10][c:11]([C:12](=[O:13])[OH:14])[cH:15][cH:16]1>>[NH:1]([CH:2]([C:3](=[O:4])[O:5][CH2:6][CH3:7])[c:8]1[cH:9][cH:10][c:11]([C:12](=[O:13])[OH:14])[cH:15][cH:16]1)[C:27]([CH3:26])=[O:28].